Dataset: the Open Reaction Database (ORD), a public repository of structured organic reaction records. Task: describe an organic reaction: reactants, conditions, products, and yield Reactants: ClC1=C(C=C(C(=C1)Cl)OC1=C(C=C(C=C1)[N+](=O)[O-])Cl)N1N=C(N(C1=O)C(F)F)C (1-[2,4-dichloro-5-(2-chloro-4-nitrophenoxy) phenyl]-4-difluoromethyl-4,5-dihydro-3-methyl-1,2,4-triazol-5(1H)-one), ice water. Reagents/catalysts: [Fe] (iron). Run in C(C)(=O)O (acetic acid), O (water). Conditions: temperature 50 celsius, time 1.5 hour. Product: NC1=CC(=C(OC=2C(=CC(=C(C2)N2N=C(N(C2=O)C(F)F)C)Cl)Cl)C=C1)Cl (1-[5-(4-amino-2-chlorophenoxy)-2,4-dichlorophenyl]-4-difluoromethyl-4,5-dihydro-3-methyl-1,2,4-triazol-5(1H)-one). Isolated yield 92.9%. RXN SMILES: [Cl:1][C:2]1[CH:7]=[C:6]([Cl:8])[C:5]([O:9][C:10]2[CH:15]=[CH:14][C:13]([N+:16]([O-])=O)=[CH:12][C:11]=2[Cl:19])=[CH:4][C:3]=1[N:20]1[C:24](=[O:25])[N:23]([CH:26]([F:28])[F:27])[C:22]([CH3:29])=[N:21]1>C(O)(=O)C.O.[Fe]>[NH2:16][C:13]1[CH:14]=[CH:15][C:10]([O:9][C:5]2[C:6]([Cl:8])=[CH:7][C:2]([Cl:1])=[C:3]([N:20]3[C:24](=[O:25])[N:23]([CH:26]([F:27])[F:28])[C:22]([CH3:29])=[N:21]3)[CH:4]=2)=[C:11]([Cl:19])[CH:12]=1. Procedure: To a stirred mixture of 10.0 g (0.021 mole) of 1-[2,4-dichloro-5-(2-chloro-4-nitrophenoxy) phenyl]-4-difluoromethyl-4,5-dihydro-3-methyl-1,2,4-triazol-5(1H)-one in 100 ml of glacial acetic acid and 5 ml of water was added slowly 10.0 g (0.179 mole) of iron powder. The reaction mixture was heated at 50° C. and then was allowed to cool to room temperature at which it was stirred for 1.5 hours. The mixture was poured into ice-water, and the aqueous mixture was extracted with diethyl ether. The extr... Starting materials: [N+](=O)([O-])C1=CC(=C(C=C1)N)N (4-nitro-o-phenylene diamine), C1(=CC=CC=C1)CC(=O)O (phenylacetic acid). Run in Cl (HCl). Product: C(C1=CC=CC=C1)C1=NC2=C(N1)C=CC(=C2)[N+](=O)[O-] (2-Benzyl-5-nitro-1H-benzimidazole). Yield: 33.0%. As a reaction SMILES: [N+:1]([C:4]1[CH:9]=[CH:8][C:7]([NH2:10])=[C:6]([NH2:11])[CH:5]=1)([O-:3])=[O:2].[C:12]1([CH2:18][C:19](O)=O)[CH:17]=[CH:16][CH:15]=[CH:14][CH:13]=1>Cl>[CH2:18]([C:19]1[NH:10][C:7]2[CH:8]=[CH:9][C:4]([N+:1]([O-:3])=[O:2])=[CH:5][C:6]=2[N:11]=1)[C:12]1[CH:17]=[CH:16][CH:15]=[CH:14][CH:13]=1. Procedure: A misture of 4-nitro-o-phenylene diamine (1.54 g) and phenylacetic acid (2.04 g) in 5N aqueous HCl (16 ml) were heated at 110° C. under nitrogen for 22 hours. The mixture was cooled to room temperature and the accumulated black solid collected by filtration. This crude residue was then adsorbed onto silica and chromatographed to give the title compound (0.84 g) as a purple foam; δH CDCl3 9.70 (1H, bs), 8.15 (1H, d), 7.30 (7H, m), 4.30 (2H, s); m/z (M+1)+254. Conditions: temperature 50 celsius, time 16 hour. Isolated yield 97.3%. Run in C1CCOC1 (THF), CO (MeOH). As a reaction SMILES: [Cl:1][C:2]1[CH:3]=[C:4]([N:14]([CH3:21])[CH:15]2[CH2:20][CH2:19][O:18][CH2:17][CH2:16]2)[C:5]([O:12][CH3:13])=[C:6]([CH:11]=1)[C:7]([O:9]C)=[O:8].[OH-].[Na+].Cl>C1COCC1.CO>[Cl:1][C:2]1[CH:3]=[C:4]([N:14]([CH3:21])[CH:15]2[CH2:20][CH2:19][O:18][CH2:17][CH2:16]2)[C:5]([O:12][CH3:13])=[C:6]([CH:11]=1)[C:7]([OH:9])=[O:8] |f:1.2|. The product is ClC=1C=C(C(=C(C(=O)O)C1)OC)N(C1CCOCC1)C (5-chloro-2-methoxy-3-[methyl(oxan-4-yl)amino]benzoic acid). Reported procedure: To a solution of methyl 5-chloro-2-methoxy-3-[methyl(oxan-4-yl)amino]benzoate (413 mg, 1.32 mmol) in THF (13 ml) and MeOH (2 ml) was added 4M NaOH (13.16 ml). The reaction mixture was stirred at 50° C. for 16 hours. The reaction mixture was acidified to pH 2-3 with 6M HCl and extracted with DCM (5×10 ml). The combined organic extracts were dried over MgSO4, filtered and concentrated under reduced pressure to give 385 mg (98%) of the title compound as a thick yellow oil. LC-MS 94%, m/z=300.0/302.... Reactants: ClC=1C=C(C(=C(C(=O)OC)C1)OC)N(C1CCOCC1)C (methyl 5-chloro-2-methoxy-3-[methyl(oxan-4-yl)amino]benzoate), [OH-].[Na+] (NaOH), Cl (HCl). The reactants are COC(=O)C1=NNC2=CC=CC=C12 (indazole-3-carboxylic acid methyl ester), [H-].[Na+] (sodium hydride), CI (methyl iodide), [H][H] (hydrogen). Solvent: ice water, CN(C=O)C (dimethylformamide), CN(C=O)C (dimethylformamide), CN(C=O)C (dimethylformamide). Reaction conditions: temperature 80 celsius, time 15 minute. Product: COC(=O)C1=NN(C2=CC=CC=C12)C (1-Methyl-1H-indazole-3-carboxylic acid methyl ester). Reaction SMILES: [CH3:1][O:2][C:3]([C:5]1[C:13]2[C:8](=[CH:9][CH:10]=[CH:11][CH:12]=2)[NH:7][N:6]=1)=[O:4].[H-].[Na+].[H][H].[CH3:18]I>CN(C)C=O>[CH3:1][O:2][C:3]([C:5]1[C:13]2[C:8](=[CH:9][CH:10]=[CH:11][CH:12]=2)[N:7]([CH3:18])[N:6]=1)=[O:4] |f:1.2|. Reported procedure: A solution of indazole-3-carboxylic acid methyl ester (2.76 g, 0.0159 mole) in dry dimethylformamide (20 ml) was added dropwise to a stirred suspension of 60% sodium hydride (oil dispersion) (0.67 g, 0.0176 mole) in dimethylformamide (50 ml). After the addition was completed and the evolution of the hydrogen ceased, the mixture was heated to 80° C. and then cooled to ambient temperature. A solution of methyl iodide (4.23 g, 0.030 mole) in dimethylformamide (10 ml) was added dropwise to the stirr... Reactants: O=C([O-])[O-], CC#N, [Cs+], [Cs+], OB(O)c1ccc(C(F)(F)F)cc1, O=C(NC1CN2CCC1CC2)c1ccc(I)cc1, O. Product: O=C(NC1CN2CCC1CC2)c1ccc(-c2ccc(C(F)(F)F)cc2)cc1. Reaction SMILES: [C:32](=[O:33])([O-:34])[O-:35].[CH3:38][C:39]#[N:40].[Cs+:36].[Cs+:37].[F:1][C:2]([c:3]1[cH:4][cH:5][c:6]([B:9]([OH:10])[OH:11])[cH:7][cH:8]1)([F:12])[F:13].[I:14][c:15]1[cH:16][cH:17][c:18]([C:19](=[O:20])[NH:21][CH:22]2[CH2:23][N:24]3[CH2:25][CH2:26][CH:27]2[CH2:28][CH2:29]3)[cH:30][cH:31]1.[OH2:41]>>[F:1][C:2]([c:3]1[cH:4][cH:5][c:6](-[c:15]2[cH:16][cH:17][c:18]([C:19](=[O:20])[NH:21][CH:22]3[CH2:23][N:24]4[CH2:25][CH2:26][CH:27]3[CH2:28][CH2:29]4)[cH:30][cH:31]2)[cH:7][cH:8]1)([F:12])[F:13]. The reactants are Cl (hydrochloric acid), C(C)OCC (diethyl ether), COC1=CC=C(C=C1)[Mg]Br (4-methoxyphenylmagnesium bromide), C1(C=2C(C(=O)O1)=CC=CC2)=O (phthalic anhydride). Solvent: O1CCCC1 (tetrahydrofuran). Reaction conditions: time 8 hour. Product: COC1=CC=C(C=C1)C1=C(C(=O)O)C=CC=C1 (2-(4-methoxyphenyl)-benzoic acid). Isolated yield 100.0%. Reaction SMILES: C(OCC)C.[CH3:6][O:7][C:8]1[CH:13]=[CH:12][C:11]([Mg]Br)=[CH:10][CH:9]=1.C1(=O)[O:21][C:19](=[O:20])[C:18]2=[CH:22][CH:23]=[CH:24][CH:25]=[C:17]12.Cl>O1CCCC1>[CH3:6][O:7][C:8]1[CH:13]=[CH:12][C:11]([C:17]2[CH:25]=[CH:24][CH:23]=[CH:22][C:18]=2[C:19]([OH:21])=[O:20])=[CH:10][CH:9]=1. Procedure details: 100 ml (0.11 mol) of a diethyl ether solution of 1 M 4-methoxyphenylmagnesium bromide was dropwise added to a tetrahydrofuran solution (200 ml) of 14.81 g (0.10 mol) of phthalic anhydride at −78° C., and stirred overnight at room temperature. Aqueous 1 N hydrochloric acid solution was added to the reaction liquid, extracted with chloroform, and the organic layer was washed with saturated saline water. This was dried with anhydrous sodium sulfate, then the reaction liquid was concentrated under r... Starting materials: S1C=NC(=C1)CC(=O)O (1,3-thiazol-4-ylacetic acid), C(C)I (ethyl iodide). Procedure: 2-(1,3-Thiazol-4-yl)butanoic acid was prepared from commercially available 1,3-thiazol-4-ylacetic acid and ethyl iodide using a procedure analogous to that used to prepare RXN SMILES: [S:1]1[CH:5]=[C:4]([CH2:6][C:7]([OH:9])=[O:8])[N:3]=[CH:2]1.[CH2:10](I)[CH3:11]>>[S:1]1[CH:5]=[C:4]([CH:6]([CH2:10][CH3:11])[C:7]([OH:9])=[O:8])[N:3]=[CH:2]1. Yields the product S1C=NC(=C1)C(C(=O)O)CC (2-(1,3-Thiazol-4-yl)butanoic acid).